Task: describe an organic reaction: reactants, conditions, products, and yield. Dataset: the Open Reaction Database (ORD), a public repository of structured organic reaction records Reactants: NC(C(=O)O)(C)C (2-aminoisobutyric acid), C(C)O (ethanol). The product is NC(C(=O)OCC)(C)C (ethyl 2-aminoisobutyrate). Isolated yield 99.0%. Reaction SMILES: [NH2:1][C:2]([CH3:7])([CH3:6])[C:3]([OH:5])=[O:4].[CH2:8](O)[CH3:9]>>[NH2:1][C:2]([CH3:7])([CH3:6])[C:3]([O:5][CH2:8][CH3:9])=[O:4]. Procedure details: A solution of 2-aminoisobutyric acid (3.3 g, 32 mmol) in absolute ethanol (100 mL) was cooled to −78° C. and HCl(g) bubbled in for 10 minutes. The flask was sealed with a septum and stirred at ambient temperature. After 14 hours the mixture was concentrated in vacuo to afford 5.3 g (99% yield) of ethyl 2-aminoisobutyrate as a white solid; NMR (CDCl3) 8.9 (br s, 3), 4.1 (q, 2), 1.7 (s, 6), 1.3 (t, 3) ppm. Starting materials: N12CC(C(CC1)CC2)N2C(C=1C=CC=C3C1C(=C2)CCC3)=O (2-(1-azabicyclo[2.2.2]oct-3-yl)-2,4,5,6-tetrahydro-1H-benz[de]isoquinolin-1-one), N12CC(C(CC1)CC2)N2C(C=1C=CC=C3C1C(C2O)CCC3)=O (2-(1-azabicyclo[2.2.2]oct-3-yl)-3-hydroxy-2,3,3 a,4,5,6-hexahydro-1H-benz[de]isoquinolin-1-one), 2-(1-azabicyclo[2.2.2]oct-3S-yl)-3-hydroxy-2,3,3a,4,5,6-hexahydro-1H-benz[de]isoquinolin-1-one. Product: N12C[C@H](C(CC1)CC2)N2C(C=1C=CC=C3C1C(=C2)CCC3)=O ((S)-2-(1-azabicyclo[2.2.2]oct-3-yl)-2,4,5,6-tetrahydro-1H-benz[de]isoquinolin-1-one). RXN SMILES: [N:1]12[CH2:8][CH2:7][CH:4]([CH2:5][CH2:6]1)[CH:3]([N:9]1[CH:18]=[C:17]3[CH2:19][CH2:20][CH2:21][C:15]4[C:16]3=[C:11]([CH:12]=[CH:13][CH:14]=4)[C:10]1=[O:22])[CH2:2]2.N12CCC(CC1)C(N1C(O)C3CCCC4C3=C(C=CC=4)C1=O)C2>>[N:1]12[CH2:8][CH2:7][CH:4]([CH2:5][CH2:6]1)[C@H:3]([N:9]1[CH:18]=[C:17]3[CH2:19][CH2:20][CH2:21][C:15]4[C:16]3=[C:11]([CH:12]=[CH:13][CH:14]=4)[C:10]1=[O:22])[CH2:2]2. Procedure details: A preferred process for preparing 2-(1-azabicyclo[2.2.2]oct-3-yl)-2,4,5,6-tetrahydro-1H-benz[de]isoquinolin-1-one is that in which the 2-(1-azabicyclo[2.2.2]oct-3-yl)-3-hydroxy-2,3,3 a,4,5,6-hexahydro-1H-benz[de]isoquinolin-1-one is 2-(1-azabicyclo[2.2.2]oct-3S-yl)-3-hydroxy-2,3,3a,4,5,6-hexahydro-1H-benz[de]isoquinolin-1-one and is dehydrated to give (S)-2-(1-azabicyclo[2.2.2]oct-3-yl)-2,4,5,6-tetrahydro-1H-benz[de]isoquinolin-1-one, preferably wherein the dehydration is catalyzed with hydrochl... Reactants: ClCCl, O=C(O)C(F)(F)F, CC(C)(C)OC(=O)NCCON=C(c1ccccc1)c1c[nH]c2cnccc12. Yields the product NCCON=C(c1ccccc1)c1c[nH]c2cnccc12. As a reaction SMILES: [CH2:36]([Cl:37])[Cl:38].[OH:29][C:30]([C:31]([F:32])([F:33])[F:34])=[O:35].[c:1]1([C:7]([c:8]2[cH:9][nH:10][c:11]3[cH:12][n:13][cH:14][cH:15][c:16]23)=[N:17][O:18][CH2:19][CH2:20][NH:21][C:22](=[O:23])[O:24][C:25]([CH3:26])([CH3:27])[CH3:28])[cH:2][cH:3][cH:4][cH:5][cH:6]1>>[c:1]1([C:7]([c:8]2[cH:9][nH:10][c:11]3[cH:12][n:13][cH:14][cH:15][c:16]23)=[N:17][O:18][CH2:19][CH2:20][NH2:21])[cH:2][cH:3][cH:4][cH:5][cH:6]1. Starting materials: C(C)(=O)O.C(=N)N (formamidine acetate), C[O-].[Na+] (sodium methoxide), ClC1=CC2=C(C(CC(N=C2C2=C(C=CC=C2)Cl)=CN(C)C)=O)C=C1 (8-chloro-1-(2-chlorophenyl)-3,4-dihydro-[(dimethylamino)methylene]-5H-2-benzazepin-5-one), C(Cl)Cl (methylene chloride). Run in CO (methanol), CO (methanol), O (water). The product is ClC1=CC2=C(C3=C(CN=C2C2=C(C=CC=C2)Cl)C=NC=N3)C=C1 (9-chloro-7-(2 -chlorophenyl)-5H-pyrimido[5,4-d][2]benzazepine). Reaction SMILES: [C:1](O)(=O)C.[CH:5]([NH2:7])=[NH:6].C[O-].[Na+].[Cl:11][C:12]1[CH:34]=[CH:33][C:15]2[C:16](=O)[CH2:17][C:18](=CN(C)C)[N:19]=[C:20]([C:21]3[CH:26]=[CH:25][CH:24]=[CH:23]C=3Cl)[C:14]=2[CH:13]=1.[CH2:35]([Cl:37])Cl>CO.O>[Cl:11][C:12]1[CH:34]=[CH:33][C:15]2[C:16]3[N:7]=[CH:5][N:6]=[CH:1][C:17]=3[CH2:18][N:19]=[C:20]([C:21]3[CH:26]=[CH:25][CH:24]=[CH:23][C:35]=3[Cl:37])[C:14]=2[CH:13]=1 |f:0.1,2.3|. Reported procedure: In five equal portions 21 g (200 mmole) of formamidine acetate and 32.5 ml (135 mmole) of a 4.12M methanol solution of sodium methoxide was added over 3 hr to a solution of 7.2 g (20 mmole) of 8-chloro-1-(2-chlorophenyl)-3,4-dihydro-[(dimethylamino)methylene]-5H-2-benzazepin-5-one in 270 ml of methanol and 270 ml of methylene chloride. The solution was diluted with water and extracted with methylene chloride. The methylene chloride solution was washed with water, dried over anhydrous sodium sulf... The reactants are O=C([O-])[O-], CCc1nc2ccccc2[nH]1, O=C1CN(C2CN(Cc3nc4c(N5CCOCC5)nc(Cl)nc4s3)C2)CCN1, [Cs+], [Cs+], C1COCCO1, O=C(C=Cc1ccccc1)C=Cc1ccccc1, O=C(C=Cc1ccccc1)C=Cc1ccccc1, O=C(C=Cc1ccccc1)C=Cc1ccccc1, [Pd], [Pd]. The product is CCc1nc2ccccc2n1-c1nc(N2CCOCC2)c2nc(CN3CC(N4CCNC(=O)C4)C3)sc2n1. As a reaction SMILES: [C:40](=[O:41])([O-:42])[O-:43].[CH2:29]([CH3:30])[c:31]1[nH:32][c:33]2[c:34]([n:35]1)[cH:36][cH:37][cH:38][cH:39]2.[Cl:1][c:2]1[n:3][c:4]([N:23]2[CH2:24][CH2:25][O:26][CH2:27][CH2:28]2)[c:5]2[c:6]([n:7]1)[s:8][c:9]([CH2:11][N:12]1[CH2:13][CH:14]([N:16]3[CH2:17][C:18](=[O:22])[NH:19][CH2:20][CH2:21]3)[CH2:15]1)[n:10]2.[Cs+:44].[Cs+:45].[O:46]1[CH2:47][CH2:48][O:49][CH2:50][CH2:51]1.[O:54]=[C:55]([CH:56]=[CH:57][c:58]1[cH:59][cH:60][cH:61][cH:62][cH:63]1)[CH:64]=[CH:65][c:66]1[cH:67][cH:68][cH:69][cH:70][cH:71]1.[O:72]=[C:73]([CH:74]=[CH:75][c:76]1[cH:77][cH:78][cH:79][cH:80][cH:81]1)[CH:82]=[CH:83][c:84]1[cH:85][cH:86][cH:87][cH:88][cH:89]1.[O:90]=[C:91]([CH:92]=[CH:93][c:94]1[cH:95][cH:96][cH:97][cH:98][cH:99]1)[CH:100]=[CH:101][c:102]1[cH:103][cH:104][cH:105][cH:106][cH:107]1.[Pd:52].[Pd:53]>>[c:2]1(-[n:32]2[c:31]([CH2:29][CH3:30])[n:35][c:34]3[c:33]2[cH:39][cH:38][cH:37][cH:36]3)[n:3][c:4]([N:23]2[CH2:24][CH2:25][O:26][CH2:27][CH2:28]2)[c:5]2[c:6]([n:7]1)[s:8][c:9]([CH2:11][N:12]1[CH2:13][CH:14]([N:16]3[CH2:17][C:18](=[O:22])[NH:19][CH2:20][CH2:21]3)[CH2:15]1)[n:10]2. Starting materials: CCCC[Sn](CCCC)(CCCC)c1ccccn1, CN(C)C=O, CCOC(C)=O, COC(=O)c1cc(-c2cncc(Cl)c2)cnc1Cl, [Cs+], [Cu]I, [F-], c1ccc(P(c2ccccc2)(c2ccccc2)[Pd](P(c2ccccc2)(c2ccccc2)c2ccccc2)(P(c2ccccc2)(c2ccccc2)c2ccccc2)P(c2ccccc2)(c2ccccc2)c2ccccc2)cc1. Product: COC(=O)c1cc(-c2cncc(Cl)c2)cnc1-c1ccccn1. Reaction SMILES: [CH2:19]([Sn:20]([CH2:21][CH2:22][CH2:23][CH3:30])([c:24]1[n:25][cH:26][cH:27][cH:28][cH:29]1)[CH2:31][CH2:32][CH2:33][CH3:34])[CH2:35][CH2:36][CH3:37].[CH3:40][N:41]([CH3:42])[CH:43]=[O:44].[CH3:45][CH2:46][O:47][C:48](=[O:49])[CH3:50].[Cl:1][c:2]1[cH:3][c:4](-[c:8]2[cH:9][n:10][c:11]([Cl:18])[c:12]([C:14](=[O:15])[O:16][CH3:17])[cH:13]2)[cH:5][n:6][cH:7]1.[Cs+:39].[Cu:51][I:52].[F-:38].[cH:53]1[cH:54][cH:55][c:56]([P:57]([Pd:58]([P:59]([c:60]2[cH:61][cH:62][cH:63][cH:64][cH:65]2)([c:66]2[cH:67][cH:68][cH:69][cH:70][cH:71]2)[c:72]2[cH:73][cH:74][cH:75][cH:76][cH:77]2)([P:78]([c:79]2[cH:80][cH:81][cH:82][cH:83][cH:84]2)([c:85]2[cH:86][cH:87][cH:88][cH:89][cH:90]2)[c:91]2[cH:92][cH:93][cH:94][cH:95][cH:96]2)[P:97]([c:98]2[cH:99][cH:100][cH:101][cH:102][cH:103]2)([c:104]2[cH:105][cH:106][cH:107][cH:108][cH:109]2)[c:110]2[cH:111][cH:112][cH:113][cH:114][cH:115]2)([c:116]2[cH:117][cH:118][cH:119][cH:120][cH:121]2)[c:122]2[cH:123][cH:124][cH:125][cH:126][cH:127]2)[cH:128][cH:129]1>>[Cl:1][c:2]1[cH:3][c:4](-[c:8]2[cH:9][n:10][c:11](-[c:24]3[n:25][cH:26][cH:27][cH:28][cH:29]3)[c:12]([C:14](=[O:15])[O:16][CH3:17])[cH:13]2)[cH:5][n:6][cH:7]1.